This data is from the Open Reaction Database (ORD), a public repository of structured organic reaction records. The task is: describe an organic reaction: reactants, conditions, products, and yield Reactants: NC1=CC(=C(C(=C1)C)NC(C)=O)C (N-(4-Amino-2,6-dimethyl-phenyl)-acetamide), FC(C1=CC=C(C=O)C=C1)(F)F (4-trifluoromethyl-benzaldehyde), O (water). Run in C(C)O (ethanol). Run at time 15 minute. Yields the product CC1=C(C(=CC(=C1)NCC1=CC=C(C=C1)C(F)(F)F)C)NC(C)=O (N-[2,6-Dimethyl-4-(4-trifluoromethyl-benzylamino)-phenyl]-acetamide). The yield is 30.0%. As a reaction SMILES: [NH2:1][C:2]1[CH:7]=[C:6]([CH3:8])[C:5]([NH:9][C:10](=[O:12])[CH3:11])=[C:4]([CH3:13])[CH:3]=1.[F:14][C:15]([F:25])([F:24])[C:16]1[CH:23]=[CH:22][C:19]([CH:20]=O)=[CH:18][CH:17]=1.O>C(O)C>[CH3:8][C:6]1[CH:7]=[C:2]([NH:1][CH2:20][C:19]2[CH:18]=[CH:17][C:16]([C:15]([F:14])([F:24])[F:25])=[CH:23][CH:22]=2)[CH:3]=[C:4]([CH3:13])[C:5]=1[NH:9][C:10](=[O:12])[CH3:11]. Reported procedure: N-(4-Amino-2,6-dimethyl-phenyl)-acetamide (1.2 g) and 4-trifluoromethyl-benzaldehyde (1.3 g) were dissolved in ethanol (100 mL) and refluxed for 16 h. The reaction mixture was poured into water (3 L) and the precipitate collected by filtration. Sodium cyanoborohydride (2 g) and acetic acid (2 mL) were added to the precipitate dispersed in methanol (50 mL) and stirred for 15 minutes. The reaction mixture was filtered, water (100 mL) was added and the organic solvent was removed in vacuo. The prod... Starting materials: [Cl-].[NH4+] (ammonium chloride), C1(=CC=CC=C1)C=1NC(=CN1)C(=O)OCC (ethyl 2-phenyl-1H-5-imidazolecarboxylate), CI (methyl iodide), [H-].[Na+] (sodium hydride). Run in O (Water), CN(C=O)C (N,N-dimethylformamide). Run at time 1 hour. The product is CN1C(=NC(=C1)C(=O)OCC)C1=CC=CC=C1 (ethyl 1-methyl-2-phenyl-1H-4-imidazole carboxylate). Reaction SMILES: [C:1]1([C:7]2[NH:8][C:9]([C:12]([O:14][CH2:15][CH3:16])=[O:13])=[CH:10][N:11]=2)[CH:6]=[CH:5][CH:4]=[CH:3][CH:2]=1.[H-].[Na+].[CH3:19]I.[Cl-].[NH4+]>CN(C)C=O.O>[CH3:19][N:11]1[CH:10]=[C:9]([C:12]([O:14][CH2:15][CH3:16])=[O:13])[N:8]=[C:7]1[C:1]1[CH:2]=[CH:3][CH:4]=[CH:5][CH:6]=1 |f:1.2,4.5|. Reported procedure: 3.5 g of ethyl 2-phenyl-1H-5-imidazolecarboxylate was dissolved in 30 ml N,N-dimethylformamide. 0.71 g of sodium hydride was added thereto under ice-cooling, followed by stirring at room temperature for 1 hour. The reaction solution was ice-cooled again and 1.5 ml methyl iodide was added, followed by stirring at room temperature for 30 minutes. Water and aqueous ammonium chloride solution were added to the reaction solution, followed by extracting with ethyl acetate. The ethyl acetate layer was ... The reactants are O=C(n1ccnc1)n1ccnc1, CNOC, ClCCl, Cl, Nc1c(C(=O)O)cc(Br)cc1[N+](=O)[O-], O. Yields the product CON(C)C(=O)c1cc(Br)cc([N+](=O)[O-])c1N. RXN SMILES: [C:1]([n:2]1[cH:3][cH:4][n:5][cH:6]1)([n:7]1[cH:8][cH:9][n:10][cH:11]1)=[O:12].[CH3:28][O:29][NH:30][CH3:31].[Cl:33][CH2:34][Cl:35].[ClH:27].[NH2:13][c:14]1[c:15]([C:16](=[O:17])[OH:18])[cH:19][c:20]([Br:26])[cH:21][c:22]1[N+:23](=[O:24])[O-:25].[OH2:32]>>[NH2:13][c:14]1[c:15]([C:16](=[O:17])[N:30]([O:29][CH3:28])[CH3:31])[cH:19][c:20]([Br:26])[cH:21][c:22]1[N+:23](=[O:24])[O-:25]. Starting materials: CCOC(=O)Cc1cc(C(=O)c2ccc(S(=O)(=O)N3CCN(C(=O)OCC)CC3)cc2)c2cc(F)ccc2c1, [Li+], C1CCOC1, [OH-], O, O. Yields the product CCOC(=O)N1CCN(S(=O)(=O)c2ccc(C(=O)c3cc(CC(=O)O)cc4ccc(F)cc34)cc2)CC1. RXN SMILES: [CH2:1]([CH3:2])[O:3][C:4](=[O:5])[N:6]1[CH2:7][CH2:8][N:9]([S:12](=[O:13])(=[O:14])[c:15]2[cH:16][cH:17][c:18]([C:21](=[O:22])[c:23]3[cH:24][c:25]([CH2:34][C:35](=[O:36])[O:37][CH2:38][CH3:39])[cH:26][c:27]4[cH:28][cH:29][c:30]([F:33])[cH:31][c:32]34)[cH:19][cH:20]2)[CH2:10][CH2:11]1.[Li+:42].[O:43]1[CH2:44][CH2:45][CH2:46][CH2:47]1.[OH-:41].[OH2:40].[OH2:48]>>[CH2:1]([CH3:2])[O:3][C:4](=[O:5])[N:6]1[CH2:7][CH2:8][N:9]([S:12](=[O:13])(=[O:14])[c:15]2[cH:16][cH:17][c:18]([C:21](=[O:22])[c:23]3[cH:24][c:25]([CH2:34][C:35](=[O:36])[OH:37])[cH:26][c:27]4[cH:28][cH:29][c:30]([F:33])[cH:31][c:32]34)[cH:19][cH:20]2)[CH2:10][CH2:11]1. The reactants are ClCCCl (DCE), C(C)(C)(C)OC(=O)N(C1=NC=C(C(=O)O)C=C1)C (6-(tert-Butoxycarbonyl-methyl-amino)-nicotinic acid), CN (methyl amine), 1-chloro-N,N-2-trimethylpropenyl-amine. Reaction conditions: time 8 hour. Product: C(C)(C)(C)OC(N(C)C1=NC=C(C=C1)C(=O)Cl)=O ((5-Chlorocarbonyl-pyridin-2-yl)-methyl-carbamic acid tert-butyl ester). As a reaction SMILES: [C:1]([O:5][C:6]([N:8]([CH3:18])[C:9]1[CH:17]=[CH:16][C:12]([C:13](O)=[O:14])=[CH:11][N:10]=1)=[O:7])([CH3:4])([CH3:3])[CH3:2].CN.[Cl:21]CCCl>>[C:1]([O:5][C:6](=[O:7])[N:8]([C:9]1[CH:17]=[CH:16][C:12]([C:13]([Cl:21])=[O:14])=[CH:11][N:10]=1)[CH3:18])([CH3:4])([CH3:3])[CH3:2]. Reported procedure: 6-(tert-Butoxycarbonyl-methyl-amino)-nicotinic acid (12.5 g, 47.0 mmol) (prepared analogously to A-08 using methyl amine instead of ethylamine) is taken up in 300 mL DCE, 1-chloro-N,N-2-trimethylpropenyl-amine (10.0 mL, 74.8 mmol) is added and the reaction mixture is stirred overnight at RT. The reaction mixture is concentrated under reduced pressure and the crude product is used in the next step without purification. Reactants: ClCC=1N=C(SC1)C=1N=CN2C1[C@H]1N(C(C3=C2C=CC=C3)=O)CC1 ((S)-1-(4-chloromethyl-thiazol-2-yl)-12,12a-dihydro-9H,11H-azeto[2,1-c]imidazo[1,5-a][1,4]benzodiazepin-9-one), C(CC)NCCC (dipropylamine). The solvent is O1CCCC1 (tetrahydrofuran). Product: C(CC)N(CCC)CC=1N=C(SC1)C=1N=CN2C1[C@H]1N(C(C3=C2C=CC=C3)=O)CC1 ((S)-1-(4-dipropylaminomethyl-thiazol-2-yl)-12,12a-dihydro-9H,11H-azeto[2,1-c]imidazo[1,5-a][1,4]benzodiazepin-9-one). The yield is 88.1%. RXN SMILES: Cl[CH2:2][C:3]1[N:4]=[C:5]([C:8]2[N:9]=[CH:10][N:11]3[C:17]4[CH:18]=[CH:19][CH:20]=[CH:21][C:16]=4[C:15](=[O:22])[N:14]4[CH2:23][CH2:24][C@H:13]4[C:12]=23)[S:6][CH:7]=1.[CH2:25]([NH:28][CH2:29][CH2:30][CH3:31])[CH2:26][CH3:27]>O1CCCC1>[CH2:25]([N:28]([CH2:2][C:3]1[N:4]=[C:5]([C:8]2[N:9]=[CH:10][N:11]3[C:17]4[CH:18]=[CH:19][CH:20]=[CH:21][C:16]=4[C:15](=[O:22])[N:14]4[CH2:23][CH2:24][C@H:13]4[C:12]=23)[S:6][CH:7]=1)[CH2:29][CH2:30][CH3:31])[CH2:26][CH3:27]. Procedure: A solution of 1.0 g (0.0028 mol) of (S)-1-(4-chloromethyl-thiazol-2-yl)-12,12a-dihydro-9H,11H-azeto[2,1-c]imidazo[1,5-a][1,4]benzodiazepin-9-one in 50 ml of tetrahydrofuran was treated with 4.6 ml (0.034 mol) of dipropylamine. After stirring at reflux for 16 hrs. the solution obtained was completely freed from the solvents. The residue was chromatographed over silica gel with ethyl acetate/tetrahydrofuran 2:1 as the eluent. There were obtained 1.04 g (95%) of (S)-1-(4-dipropylaminomethyl-thiazol... The reactants are CO, Cl, COC(=O)c1nc(Oc2ccccc2)c(Cl)c(N)c1Cl, [Na+], [OH-], O. Yields the product Nc1c(Cl)c(Oc2ccccc2)nc(C(=O)O)c1Cl. As a reaction SMILES: [CH3:24][OH:25].[ClH:23].[NH2:1][c:2]1[c:3]([Cl:20])[c:4]([C:16](=[O:17])[O:18][CH3:19])[n:5][c:6]([O:9][c:10]2[cH:11][cH:12][cH:13][cH:14][cH:15]2)[c:7]1[Cl:8].[Na+:22].[OH-:21].[OH2:26]>>[NH2:1][c:2]1[c:3]([Cl:20])[c:4]([C:16](=[O:17])[OH:18])[n:5][c:6]([O:9][c:10]2[cH:11][cH:12][cH:13][cH:14][cH:15]2)[c:7]1[Cl:8]. Reactants: ClCCl, COc1cc2c(Cl)ncnc2cc1O, OCCCN1CCN(CCF)CC1, CC(C)OC(=O)N=NC(=O)OC(C)C, c1ccc(P(c2ccccc2)c2ccccc2)cc1. Product: COc1cc2c(Cl)ncnc2cc1OCCCN1CCN(CCF)CC1. Reaction SMILES: [CH2:61]([Cl:62])[Cl:63].[Cl:1][c:2]1[n:3][cH:4][n:5][c:6]2[cH:7][c:8]([OH:14])[c:9]([O:12][CH3:13])[cH:10][c:11]12.[F:34][CH2:35][CH2:36][N:37]1[CH2:38][CH2:39][N:40]([CH2:43][CH2:44][CH2:45][OH:46])[CH2:41][CH2:42]1.[O:47]=[C:48]([O:49][CH:50]([CH3:51])[CH3:52])[N:53]=[N:54][C:55]([O:56][CH:57]([CH3:58])[CH3:59])=[O:60].[c:15]1([P:16]([c:17]2[cH:18][cH:19][cH:20][cH:21][cH:22]2)[c:23]2[cH:24][cH:25][cH:26][cH:27][cH:28]2)[cH:29][cH:30][cH:31][cH:32][cH:33]1>>[Cl:1][c:2]1[n:3][cH:4][n:5][c:6]2[cH:7][c:8]([O:14][CH2:45][CH2:44][CH2:43][N:40]3[CH2:39][CH2:38][N:37]([CH2:36][CH2:35][F:34])[CH2:42][CH2:41]3)[c:9]([O:12][CH3:13])[cH:10][c:11]12.